From a dataset of the Open Reaction Database (ORD), a public repository of structured organic reaction records. describe an organic reaction: reactants, conditions, products, and yield Yields the product CNC(=O)c1cc(C#N)cc(C)c1N. Reactants: [C-]#N, [C-]#N, CN(C)C=O, CC(=O)O, CNC(=O)c1cc(Br)cc(C)c1N, CC(=O)[O-], CC(=O)[O-], [Pd+2], [Zn+2], [Zn], c1ccc(P(CCCCP(c2ccccc2)c2ccccc2)c2ccccc2)cc1. As a reaction SMILES: [C-:59]#[N:60].[C-:62]#[N:63].[CH3:44][N:45]([CH3:46])[CH:47]=[O:48].[CH3:64][C:65](=[O:66])[OH:67].[NH2:31][c:32]1[c:33]([C:34](=[O:35])[NH:36][CH3:37])[cH:38][c:39]([Br:43])[cH:40][c:41]1[CH3:42].[O-:50][C:51]([CH3:52])=[O:53].[O-:54][C:55]([CH3:56])=[O:57].[Pd+2:49].[Zn+2:61].[Zn:58].[c:1]1([P:2]([c:3]2[cH:4][cH:5][cH:6][cH:7][cH:8]2)[CH2:9][CH2:10][CH2:11][CH2:12][P:13]([c:14]2[cH:15][cH:16][cH:17][cH:18][cH:19]2)[c:20]2[cH:21][cH:22][cH:23][cH:24][cH:25]2)[cH:26][cH:27][cH:28][cH:29][cH:30]1>>[NH2:31][c:32]1[c:33]([C:34](=[O:35])[NH:36][CH3:37])[cH:38][c:39]([C:44]#[N:45])[cH:40][c:41]1[CH3:42].